This data is from the Open Reaction Database (ORD), a public repository of structured organic reaction records. The task is: describe an organic reaction: reactants, conditions, products, and yield Product: C(N)(=O)CNC1=C(C=CC(=C1)[N+](=O)[O-])OC (2-carbamylmethylamino-4-nitro anisole). Reported procedure: In 2.7 liters of hydroalcoholic solution (2/3 alcohol, 1/3 water), one adds 2.1 mols (353 g) of 2-amino-4-nitro anisole, 2.1 mols (210 g) of calcium carbonate and 4.2 mols (393 g) of chloroacetamide. The mixture is brought to reflux for 64 hours and then drained while boiling. The precipitate which contains the expected product mixed with mineral salts is agitated in 1 liter of water at a temperature of 80° C. Hydrochloric acid is added in a quantity sufficient to destroy calcium carbonate. The ... The reactants are NC1=C(C=CC(=C1)[N+](=O)[O-])OC (2-amino-4-nitro anisole), C([O-])([O-])=O.[Ca+2] (calcium carbonate), ClCC(=O)N (chloroacetamide). Run in hydroalcoholic solution. Reaction SMILES: [NH2:1][C:2]1[CH:7]=[C:6]([N+:8]([O-:10])=[O:9])[CH:5]=[CH:4][C:3]=1[O:11][CH3:12].C(=O)([O-])[O-].[Ca+2].Cl[CH2:19][C:20]([NH2:22])=[O:21]>>[C:20]([CH2:19][NH:1][C:2]1[CH:7]=[C:6]([N+:8]([O-:10])=[O:9])[CH:5]=[CH:4][C:3]=1[O:11][CH3:12])(=[O:21])[NH2:22] |f:1.2|. Reactants: Cl (HCl), C(=O)([O-])[O-].[Na+].[Na+] (Na2CO3), B(F)(F)F.CCOCC (Boron trifluoride diethyl etherate), COC(=O)C=1C=CC=C2C1NC(CO2)=O (3-oxo-3,4-dihydro-2H-benzo[1,4]oxazine-5-carboxylic acid methyl ester), [BH4-].[Na+] (sodium borohydride). The solvent is CCOC(=O)C (EtOAc), C1CCOC1 (THF). Conditions: temperature 5 celsius, time 90 minute. Yields the product COC(=O)C=1C=CC=C2C1NCCO2 (3,4-dihydro-2H-benzo[1,4]oxazine-5-carboxylic Acid Methyl Ester). Reaction SMILES: B(F)(F)F.CCOCC.[CH3:10][O:11][C:12]([C:14]1[CH:15]=[CH:16][CH:17]=[C:18]2[O:23][CH2:22][C:21](=O)[NH:20][C:19]=12)=[O:13].[BH4-].[Na+].Cl.C([O-])([O-])=O.[Na+].[Na+]>C1COCC1.CCOC(C)=O>[CH3:10][O:11][C:12]([C:14]1[CH:15]=[CH:16][CH:17]=[C:18]2[O:23][CH2:22][CH2:21][NH:20][C:19]=12)=[O:13] |f:0.1,3.4,6.7.8|. Procedure: Boron trifluoride diethyl etherate (7.10 mmol) is added dropwise to a mixture of 3-oxo-3,4-dihydro-2H-benzo[1,4]oxazine-5-carboxylic acid methyl ester (3.38 mmol) in THF (10 mL) to keep the temperature below 5° C. After 20 min sodium borohydride (7.10 mmol) is added and the mixture is stirred at 5° C. for 90 min. EtOAc (6.0 mL) and aq. HCl (1.0 M, 6.0 mL) are added dropwise. The mixture is made basic by addition of aq. Na2CO3 solution, the layers are separated and the aq. layer is extracted with... Starting materials: NC1=NN=NN1 (5-aminotetrazole), O1C(=CC=C1)C=1SC=C(N1)C(=O)O (2-(2-furyl)-4-thiazolecarboxylic acid), C1=CN(C=N1)C(=O)N2C=CN=C2 (CDI), CS(=O)C (DMSO). The solvent is CN(C)C=O (DMF), CN(C)C=O (DMF). Conditions: time 3 hour. Product: O1C(=CC=C1)C=1SC=C(N1)C(=O)NC1=NN=NN1 (2-(2-furyl)-N-(1H-tetrazole-5-yl)-4-thiazolecarboxamide). Isolated yield 43.2%. As a reaction SMILES: [O:1]1[CH:5]=[CH:4][CH:3]=[C:2]1[C:6]1[S:7][CH:8]=[C:9]([C:11]([OH:13])=O)[N:10]=1.C1N=CN(C(N2C=NC=C2)=O)C=1.CS(C)=O.[NH2:30][C:31]1[NH:35][N:34]=[N:33][N:32]=1>CN(C=O)C>[O:1]1[CH:5]=[CH:4][CH:3]=[C:2]1[C:6]1[S:7][CH:8]=[C:9]([C:11]([NH:30][C:31]2[NH:35][N:34]=[N:33][N:32]=2)=[O:13])[N:10]=1. Reported procedure: A solution of 2-(2-furyl)-4-thiazolecarboxylic acid (300 mg) and CDI (373.8 mg) in a mixed solvent of dry DMF (10 mg) and dry DMSO (2 ml) was prepared at 100° C. and allowed to react under the same condition for 1 hour. Then a solution of 5-aminotetrazole (156.9 mg) in dry DMF (2 ml) was added dropwise thereto and the reaction was continued for additional 3 hours. The solvent was removed from the reaction mixture. The residue was treated with water and acidified with 2N-HCl. The produced solids ...